From a dataset of the Open Reaction Database (ORD), a public repository of structured organic reaction records. describe an organic reaction: reactants, conditions, products, and yield The reactants are P(O)(O)=O.C(C)C(C)(C(C1=NN(C=N1)C(C1=CC=CC=C1)(C1=CC=CC=C1)C1=CC=CC=C1)SC)CC (diethyl 3-methylthio-3(1-trityl-1,2,4-triazol-3-yl)propane phosphonate), I(=O)(=O)(=O)[O-].[Na+] (sodium periodate). Solvent: CO (methanol), O (water). Run at temperature 5 celsius, time 5 hour. The product is P(O)(O)=O.C(C)C(C)(C(C1=NN(C=N1)C(C1=CC=CC=C1)(C1=CC=CC=C1)C1=CC=CC=C1)S(=O)C)CC (diethyl 3-methanesulphinyl-3(1-trityl-1,2,4-triazol-3-yl)propane phosphonate). Yield: 108.1%. As a reaction SMILES: [PH:1](=[O:4])([OH:3])[OH:2].[CH2:5]([C:7]([CH2:36][CH3:37])([CH:9]([S:34][CH3:35])[C:10]1[N:14]=[CH:13][N:12]([C:15]([C:28]2[CH:33]=[CH:32][CH:31]=[CH:30][CH:29]=2)([C:22]2[CH:27]=[CH:26][CH:25]=[CH:24][CH:23]=2)[C:16]2[CH:21]=[CH:20][CH:19]=[CH:18][CH:17]=2)[N:11]=1)[CH3:8])[CH3:6].I([O-])(=O)(=O)=[O:39].[Na+]>CO.O>[PH:1](=[O:2])([OH:4])[OH:3].[CH2:36]([C:7]([CH2:5][CH3:6])([CH:9]([S:34]([CH3:35])=[O:39])[C:10]1[N:14]=[CH:13][N:12]([C:15]([C:22]2[CH:23]=[CH:24][CH:25]=[CH:26][CH:27]=2)([C:28]2[CH:29]=[CH:30][CH:31]=[CH:32][CH:33]=2)[C:16]2[CH:21]=[CH:20][CH:19]=[CH:18][CH:17]=2)[N:11]=1)[CH3:8])[CH3:37] |f:0.1,2.3,6.7|. Procedure: A solution of diethyl 3-methylthio-3(1-trityl-1,2,4-triazol-3-yl)propane phosphonate (0.53 g, prepared as described in Example 39) in methanol (7 ml) was added slowly to a stirred solution of sodium periodate (0.23 g) in water (3 ml) cooled to 5° C. After ten minutes, the cooling bath was removed and stirring continued for a further five hours. The mixture was poured into water and extracted with ethyl acetate. The extracts were washed with brine, dried over magnesium sulphate, and evaporated un... Reactants: C1=C(C=CC=C1O)C (m-cresol), [N+](=O)(O)[O-] (nitric acid), S(O)(O)(=O)=O (sulfuric acid), sulfonated m-cresol. Product: CC=1C(=C(C=CC1)O)[N+](=O)[O-] (3-methyl-2-nitrophenol). Reaction SMILES: [CH:1]1[C:6]([OH:7])=[CH:5][CH:4]=[CH:3][C:2]=1[CH3:8].S(=O)(=O)(O)O.[N+:14]([O-])([OH:16])=[O:15]>>[CH3:8][C:2]1[C:1]([N+:14]([O-:16])=[O:15])=[C:6]([OH:7])[CH:5]=[CH:4][CH:3]=1. Reported procedure: Furthermore, there is disclosed in Journal of Chemical Society, 1277 (1923) that m-cresol is sulfonated with a fuming sulfuric acid and then the resulting sulfonated m-cresol is nitrated with a mixed acid (nitric acid plus sulfuric acid), but by this method 3-methyl-2-nitrophenol is obtained as a main product and only a small amount of 5-methyl-2-nitrophenol is obtained as a by-product, the total yield being very poor for the reason as mentioned above.